This data is from the Open Reaction Database (ORD), a public repository of structured organic reaction records. The task is: describe an organic reaction: reactants, conditions, products, and yield The reactants are O (water), Potassium osmate dihydrate, ice, OC=1C2=C(C(=C(C=C2C(=C2[C@H](CCC(C12)=O)OCC1=CC=C(C=C1)OC)OC)C)\C=C\C)OCOC ((S,E)-9-hydroxy-10-methoxy-4-(4-methoxybenzyloxy)-8-(methoxymethoxy)-6-methyl-7-(prop-1-enyl)-3,4-dihydroanthracen-1-one), N1=C(C=CC=C1C)C (2,6-lutidine), I(=O)(=O)(=O)[O-].[Na+] (sodium periodate). The solvent is O1CCCC1 (tetrahydrofuran). Conditions: temperature 23 celsius, time 10 minute. Product: OC=1C=2C(CC[C@@H](C2C(=C2C=C(C(=C(C12)OCOC)C=O)C)OC)OCC1=CC=C(C=C1)OC)=O ((S)-9-Hydroxy-10-methoxy-5-(4-methoxybenzyloxy)-1-(methoxymethoxy)-3-methyl-8-oxo-5,6,7,8-tetrahydroanthracene-2-carbaldehyde). As a reaction SMILES: O[C:2]1[C:3]2[C:8]([C:9]([O:27][CH3:28])=[C:10]3[C:15]=1[C:14](=[O:16])[CH2:13][CH2:12][C@@H:11]3[O:17][CH2:18][C:19]1[CH:24]=[CH:23][C:22]([O:25][CH3:26])=[CH:21][CH:20]=1)=[CH:7][C:6]([CH3:29])=[C:5](/[CH:30]=C/C)[C:4]=2[O:33][CH2:34][O:35][CH3:36].N1C(C)=CC=CC=1C.I([O-])(=O)(=O)=[O:46].[Na+].[OH2:51]>O1CCCC1>[OH:51][C:2]1[C:15]2[C:14](=[O:16])[CH2:13][CH2:12][C@H:11]([O:17][CH2:18][C:19]3[CH:24]=[CH:23][C:22]([O:25][CH3:26])=[CH:21][CH:20]=3)[C:10]=2[C:9]([O:27][CH3:28])=[C:8]2[C:3]=1[C:4]([O:33][CH2:34][O:35][CH3:36])=[C:5]([CH:30]=[O:46])[C:6]([CH3:29])=[CH:7]2 |f:2.3|. Procedure: Potassium osmate dihydrate (29 mg, 0.079 mmol, 0.05 equiv) was added to an ice-cooled mixture of (S,E)-9-hydroxy-10-methoxy-4-(4-methoxybenzyloxy)-8-(methoxymethoxy)-6-methyl-7-(prop-1-enyl)-3,4-dihydroanthracen-1-one (780 mg, 1.58 mmol, 1 equiv), 2,6-lutidine (369 μL, 3.17 mmol, 2.0 equiv), and sodium periodate (1.36 g, 6.33 mmol, 4.0 equiv) in a mixture of tetrahydrofuran (20 mL) and water (10 mL). After 10 min, the cooling bath was removed and the reaction flask was allowed to warm to 23° C. ... Starting materials: F[C@@]12[C@]3(CCC(C=C3CC[C@H]1[C@@H]1CC=C(C(C)=O)[C@]1(C[C@@H]2O)C)=O)C (9-fluoro-11β-hydroxypregna-4,16-diene-3,20-dione), O (water), 1-Phenyl-1-tetrahydropyranyloxyacetonitrile, sodium hydride-paraffin. Reagents/catalysts: Cl (hydrochloric acid). The solvent is CS(=O)C (dimethylsulfoxide), CO (methanol), CS(=O)C (dimethylsulfoxide). Reaction conditions: time 90 minute. Product: C(C1=CC=CC=C1)(=O)[C@H]1[C@H](C(C)=O)[C@]2(C[C@@H]([C@@]3([C@]4(CCC(C=C4CC[C@H]3[C@@H]2C1)=O)C)F)O)C (16α-Benzoyl-9-fluoro-11β-hydroxypregn-4-ene-3,20-dione). As a reaction SMILES: [F:1][C@:2]12[C@@H:21]([OH:22])[CH2:20][C@@:19]3([CH3:23])[C@@H:12]([CH2:13][CH:14]=[C:15]3[C:16](=[O:18])[CH3:17])[C@@H:11]1[CH2:10][CH2:9][C:8]1[C@:3]2([CH3:25])[CH2:4][CH2:5][C:6](=[O:24])[CH:7]=1.[OH2:26]>CS(C)=O.CO.Cl>[C:21]([C@@H:14]1[CH2:13][C@@H:12]2[C@:19]([CH3:23])([CH2:20][C@H:21]([OH:22])[C@@:2]3([F:1])[C@H:11]2[CH2:10][CH2:9][C:8]2[C@:3]3([CH3:25])[CH2:4][CH2:5][C:6](=[O:24])[CH:7]=2)[C@H:15]1[C:16](=[O:18])[CH3:17])(=[O:26])[C:2]1[CH:11]=[CH:10][CH:9]=[CH:8][CH:3]=1. Reported procedure: 1-Phenyl-1-tetrahydropyranyloxyacetonitrile (1.3 g.) is added to a suspension of 57% sodium hydride-paraffin (275 mg.) in dry dimethylsulfoxide (20 ml.) in a nitrogen atmosphere. The mixture is stirred at room temperature for 90 minutes to yield a homogeneous solution of the anion. To the anion is added a solution of 9-fluoro-11β-hydroxypregna-4,16-diene-3,20-dione (1.04 g.) in dry dimethylsulfoxide. After 30 minutes, the mixture is poured into water and extracted with ethyl acetate. The extract... Reactants: CC(C)CCO, CCOC(C)=O, Clc1cccnc1Cl, NCC1CCNCC1, [Na+], [Na+], O=C([O-])[O-]. Product: NCC1CCN(c2ncccc2Cl)CC1. RXN SMILES: [CH3:23][CH:24]([CH3:25])[CH2:26][CH2:27][OH:28].[CH3:29][CH2:30][O:31][C:32](=[O:33])[CH3:34].[Cl:1][c:2]1[n:3][cH:4][cH:5][cH:6][c:7]1[Cl:8].[NH:9]1[CH2:10][CH2:11][CH:12]([CH2:15][NH2:16])[CH2:13][CH2:14]1.[Na+:17].[Na+:18].[O-:19][C:20](=[O:21])[O-:22]>>[c:2]1([N:9]2[CH2:10][CH2:11][CH:12]([CH2:15][NH2:16])[CH2:13][CH2:14]2)[n:3][cH:4][cH:5][cH:6][c:7]1[Cl:8]. The reactants are C([O-])([O-])=O.[K+].[K+] (Potassium carbonate), C1(=CC=CC=C1)S(=O)(=O)N1C(=CC=2C1=NC=C(C2)O)C(=CC2CCCC2)C2=CC=C(C=C2)S(=O)(=O)C (1-benzenesulfonyl-2-[2-cyclopentyl-1-(4-methanesulfonyl-phenyl)-vinyl]-1H-pyrrolo[2,3-b]pyridin-5-ol), COCCBr (2-bromoethyl methyl ether). Solvent: C(C)(=O)OCC (ethyl acetate), CN(C=O)C (N,N-dimethylformamide). Reaction conditions: time 30 minute. Product: C1(=CC=CC=C1)S(=O)(=O)N1C(=CC=2C1=NC=C(C2)OCCOC)C(=CC2CCCC2)C2=CC=C(C=C2)S(=O)(=O)C (1-benzenesulfonyl-2-[2-cyclopentyl-1-(4-methanesulfonyl-phenyl)-vinyl]-5-(2-methoxy-ethoxy)-1H-pyrrolo[2,3-b]pyridine). The yield is 100.1%. Reaction SMILES: C(=O)([O-])[O-].[K+].[K+].[C:7]1([S:13]([N:16]2[C:20]3=[N:21][CH:22]=[C:23]([OH:25])[CH:24]=[C:19]3[CH:18]=[C:17]2[C:26]([C:33]2[CH:38]=[CH:37][C:36]([S:39]([CH3:42])(=[O:41])=[O:40])=[CH:35][CH:34]=2)=[CH:27][CH:28]2[CH2:32][CH2:31][CH2:30][CH2:29]2)(=[O:15])=[O:14])[CH:12]=[CH:11][CH:10]=[CH:9][CH:8]=1.[CH3:43][O:44][CH2:45][CH2:46]Br>CN(C)C=O.C(OCC)(=O)C>[C:7]1([S:13]([N:16]2[C:20]3=[N:21][CH:22]=[C:23]([O:25][CH2:46][CH2:45][O:44][CH3:43])[CH:24]=[C:19]3[CH:18]=[C:17]2[C:26]([C:33]2[CH:34]=[CH:35][C:36]([S:39]([CH3:42])(=[O:40])=[O:41])=[CH:37][CH:38]=2)=[CH:27][CH:28]2[CH2:32][CH2:31][CH2:30][CH2:29]2)(=[O:14])=[O:15])[CH:12]=[CH:11][CH:10]=[CH:9][CH:8]=1 |f:0.1.2|. Reported procedure: Potassium carbonate (246 mg, 1.78 mmol) was added to a solution of 1-benzenesulfonyl-2-[2-cyclopentyl-1-(4-methanesulfonyl-phenyl)-vinyl]-1H-pyrrolo[2,3-b]pyridin-5-ol (prepared as in Example 13, 310 mg, 0.59 mmol) in N,N-dimethylformamide (2 mL) at room temperature and the mixture was then stirred at room temperature for 30 min and then treated with 2-bromoethyl methyl ether (0.06 mL, 0.59 mmol). The mixture was then heated at 80° C. for 1 h. The resulting reaction mixture was diluted with ethy... Starting materials: Cl (hydrochloric acid), FC1=C(C=CC(=C1NC1=NC=CC=C1C1=C2N=CN(C2=NC=N1)C1OCCCC1)F)NS(=O)(=O)C=1C=NC=CC1 (N-(2,4-difluoro-3-(3-(9-(tetrahydro-2H-pyran-2-yl)-9H-purin-6-yl)pyridin-2-ylamino)phenyl)pyridin-3-sulfonamide). Run at time 2 hour. Yields the product N1=CN=C2NC=NC2=C1C=1C(=NC=CC1)NC=1C(=C(C=CC1F)NS(=O)(=O)C=1C=NC=CC1)F (N-(3-(3-(9H-purin-6-yl)pyridin-2-ylamino)-2,4-difluorophenyl)pyridin-3-sulfonamide). Reaction SMILES: Cl.[F:2][C:3]1[C:8]([NH:9][C:10]2[C:15]([C:16]3[N:24]=[CH:23][N:22]=[C:21]4[C:17]=3[N:18]=[CH:19][N:20]4C3CCCCO3)=[CH:14][CH:13]=[CH:12][N:11]=2)=[C:7]([F:31])[CH:6]=[CH:5][C:4]=1[NH:32][S:33]([C:36]1[CH:37]=[N:38][CH:39]=[CH:40][CH:41]=1)(=[O:35])=[O:34]>>[N:24]1[C:16]([C:15]2[C:10]([NH:9][C:8]3[C:3]([F:2])=[C:4]([NH:32][S:33]([C:36]4[CH:37]=[N:38][CH:39]=[CH:40][CH:41]=4)(=[O:34])=[O:35])[CH:5]=[CH:6][C:7]=3[F:31])=[N:11][CH:12]=[CH:13][CH:14]=2)=[C:17]2[C:21]([NH:20][CH:19]=[N:18]2)=[N:22][CH:23]=1. Procedure: 1M aqueous hydrochloric acid solution was added into the N-(2,4-difluoro-3-(3-(9-(tetrahydro-2H-pyran-2-yl)-9H-purin-6-yl)pyridin-2-ylamino)phenyl)pyridin-3-sulfonamide (19 mg, 0.033 mmol) prepared at Step 10 and stirred for 2 hours. After the reaction, the reactant was washed with an aqueous solution of sodium hydrogen carbonate and salt water. After extraction with ethylacetate, the organic layer was dried with sulfuric anhydride magnesium and vacuum concentrated, and then refined by means of ... Starting materials: C(N)(=O)C1=C(C=C(N=N1)N[C@H]1[C@H](CCCC1)NC(OC(C)(C)C)=O)NC1=NC(=CC(=C1)C)CCC (tert-butyl (1S,2R)-2-(6-carbamoyl-5-(4-methyl-6-propylpyridin-2-ylamino)pyridazin-3-ylamino)cyclohexylcarbamate), FC(C(=O)O)(F)F (trifluoroacetic acid). Solvent: ClCCl (dichloromethane). Reaction conditions: time 16 hour. Yields the product N[C@@H]1[C@@H](CCCC1)NC1=CC(=C(N=N1)C(=O)N)NC1=NC(=CC(=C1)C)CCC (6-((1R,2S)-2-aminocyclohexylamino)-4-(4-methyl-6-propylpyridin-2-ylamino)pyridazine-3-carboxamide). Isolated yield 63.8%. As a reaction SMILES: [C:1]([C:4]1[N:9]=[N:8][C:7]([NH:10][C@@H:11]2[CH2:16][CH2:15][CH2:14][CH2:13][C@@H:12]2[NH:17]C(=O)OC(C)(C)C)=[CH:6][C:5]=1[NH:25][C:26]1[CH:31]=[C:30]([CH3:32])[CH:29]=[C:28]([CH2:33][CH2:34][CH3:35])[N:27]=1)(=[O:3])[NH2:2].FC(F)(F)C(O)=O>ClCCl>[NH2:17][C@H:12]1[CH2:13][CH2:14][CH2:15][CH2:16][C@H:11]1[NH:10][C:7]1[N:8]=[N:9][C:4]([C:1]([NH2:2])=[O:3])=[C:5]([NH:25][C:26]2[CH:31]=[C:30]([CH3:32])[CH:29]=[C:28]([CH2:33][CH2:34][CH3:35])[N:27]=2)[CH:6]=1. Procedure: To a solution of tert-butyl (1S,2R)-2-(6-carbamoyl-5-(4-methyl-6-propylpyridin-2-ylamino)pyridazin-3-ylamino)cyclohexylcarbamate (91 mg, 188 μmol) in dichloromethane (2.9 mL) was added trifluoroacetic acid (429 mg, 290 μL, 3.76 mmol) and the mixture stirred at room temperature for 16 h. The mixture was concentrated in vacuo then diluted with NH4OH and dichloromethane. The mixture was washed with water, then the organic phase was concentrated in vacuo and purified by chromatography (silica, 3 to ... Reported procedure: The procedure of Step 3 of Example 1 was repeated except for using 3-(2-fluorophenyl)-2,3-dihydro-6-hydroxyinden-1-one obtained in Step 2 as a starting material instead of 2,3-dihydro-6-hydroxy-3-phenylinden-1-one to obtain the title compound (85%). Product: C(C)(=O)OC=1C=C2C(CC(C2=CC1)C1=C(C=CC=C1)F)=O (1-(2-Fluorophenyl)-2,3-dihydro-3-oxo-1H-inden-5-yl acetate). Starting materials: FC1=C(C=CC=C1)C1CC(C2=CC(=CC=C12)O)=O (3-(2-Fluorophenyl)-2,3-dihydro-6-hydroxyinden-1-one), OC1=CC=C2C(CC(C2=C1)=O)C1=CC=CC=C1 (2,3-dihydro-6-hydroxy-3-phenylinden-1-one). The yield is 85.0%. Reaction SMILES: [F:1][C:2]1[CH:7]=[CH:6][CH:5]=[CH:4][C:3]=1[CH:8]1[C:16]2[C:11](=[CH:12][C:13]([OH:17])=[CH:14][CH:15]=2)[C:10](=[O:18])[CH2:9]1.[OH:19][C:20]1C=C2C(C(C3C=CC=CC=3)CC2=O)=C[CH:21]=1>>[C:20]([O:17][C:13]1[CH:12]=[C:11]2[C:16](=[CH:15][CH:14]=1)[CH:8]([C:3]1[CH:4]=[CH:5][CH:6]=[CH:7][C:2]=1[F:1])[CH2:9][C:10]2=[O:18])(=[O:19])[CH3:21]. Reaction SMILES: [Br:1][CH2:2][c:3]1[cH:4][cH:5][c:6]([C:9]#[N:10])[cH:7][cH:8]1.[CH3:23][CH2:24][OH:25].[NH2:11][c:12]1[cH:13][c:14](=[O:20])[nH:15][c:16](=[O:19])[n:17]1[CH3:18].[Na+:22].[OH-:21]>>[CH2:2]([c:3]1[cH:4][cH:5][c:6]([C:9]#[N:10])[cH:7][cH:8]1)[n:15]1[c:14](=[O:20])[cH:13][c:12]([NH2:11])[n:17]([CH3:18])[c:16]1=[O:19]. The reactants are N#Cc1ccc(CBr)cc1, CCO, Cn1c(N)cc(=O)[nH]c1=O, [Na+], [OH-]. Product: Cn1c(N)cc(=O)n(Cc2ccc(C#N)cc2)c1=O.